This data is from the Open Reaction Database (ORD), a public repository of structured organic reaction records. The task is: describe an organic reaction: reactants, conditions, products, and yield The reactants are CN(C)C=O, O=C(Cl)C(=O)Cl, ClCCl, CC1(C)C(=O)C(C(=O)c2ccc(C(F)F)c3ncccc23)C(=O)C(C)(C)C1=O. The product is CC1(C)C(=O)C(C(=O)c2ccc(C(F)F)c3ncccc23)=C(Cl)C(C)(C)C1=O. RXN SMILES: [CH3:35][N:36]([CH3:37])[CH:38]=[O:39].[Cl:29][C:30]([C:31]([Cl:32])=[O:33])=[O:34].[Cl:40][CH2:41][Cl:42].[F:1][CH:2]([c:3]1[cH:4][cH:5][c:6]([C:13](=[O:14])[CH:15]2[C:16](=[O:27])[C:17]([CH3:25])([CH3:26])[C:18](=[O:24])[C:19]([CH3:22])([CH3:23])[C:20]2=[O:21])[c:7]2[cH:8][cH:9][cH:10][n:11][c:12]12)[F:28]>>[F:1][CH:2]([c:3]1[cH:4][cH:5][c:6]([C:13](=[O:14])[C:15]2=[C:16]([Cl:29])[C:17]([CH3:25])([CH3:26])[C:18](=[O:24])[C:19]([CH3:22])([CH3:23])[C:20]2=[O:21])[c:7]2[cH:8][cH:9][cH:10][n:11][c:12]12)[F:28]. Starting materials: CCOCC, CN(C)C=O, CC(C)O, O=C(O[IH2](OC(=O)C(F)(F)F)c1ccccc1)C(F)(F)F, NC(=O)CC(NC(=O)OCc1ccccc1)C(=O)O, NCC(NC(=O)OC(=O)c1ccccc1)C(=O)O, O, c1ccncc1. Yields the product NCC(NC(=O)OCc1ccccc1)C(=O)O. RXN SMILES: [CH2:71]([O:72][CH2:73][CH3:74])[CH3:75].[CH3:65][N:66]([CH3:67])[CH:68]=[O:69].[CH:76]([OH:77])([CH3:78])[CH3:79].[F:1][C:2]([F:3])([F:4])[C:5]([O:6][IH2:7]([c:8]1[cH:9][cH:10][cH:11][cH:12][cH:13]1)[O:14][C:15](=[O:16])[C:17]([F:18])([F:19])[F:20])=[O:21].[NH2:22][C:23](=[O:24])[CH2:25][CH:26]([NH:27][C:28]([O:29][CH2:30][c:31]1[cH:32][cH:33][cH:34][cH:35][cH:36]1)=[O:37])[C:38]([OH:39])=[O:40].[NH2:47][CH2:48][CH:49]([C:50](=[O:51])[OH:52])[NH:53][C:54](=[O:55])[O:56][C:57]([c:58]1[cH:59][cH:60][cH:61][cH:62][cH:63]1)=[O:64].[OH2:70].[cH:41]1[cH:42][cH:43][n:44][cH:45][cH:46]1>>[NH2:47][CH2:48][CH:49]([C:50](=[O:51])[OH:52])[NH:53][C:54](=[O:55])[O:56][CH2:57][c:58]1[cH:59][cH:60][cH:61][cH:62][cH:63]1.